Task: describe an organic reaction: reactants, conditions, products, and yield. Dataset: the Open Reaction Database (ORD), a public repository of structured organic reaction records Starting materials: NC1=C(C=C(C#N)C=C1)C (4-amino-3-methyl benzonitrile), C(C1=CC=CC=C1)(=O)C1=CC=CC=C1 (benzophenone), C1(=CC=C(C=C1)S(=O)(=O)O)C (p-toluenesulfonic acid). Solvent: C1(=CC=CC=C1)C (toluene). Run at time 24 hour. Yields the product C(C1=CC=CC=C1)(C1=CC=CC=C1)=NC1=C(C=C(C#N)C=C1)C (4-(Benzhydrylidene-amino)-3-methyl-benzonitrile). Isolated yield 90.3%. RXN SMILES: [NH2:1][C:2]1[CH:9]=[CH:8][C:5]([C:6]#[N:7])=[CH:4][C:3]=1[CH3:10].[C:11]([C:19]1[CH:24]=[CH:23][CH:22]=[CH:21][CH:20]=1)(=O)[C:12]1[CH:17]=[CH:16][CH:15]=[CH:14][CH:13]=1.C1(C)C=CC(S(O)(=O)=O)=CC=1>C1(C)C=CC=CC=1>[C:11](=[N:1][C:2]1[CH:9]=[CH:8][C:5]([C:6]#[N:7])=[CH:4][C:3]=1[CH3:10])([C:12]1[CH:17]=[CH:16][CH:15]=[CH:14][CH:13]=1)[C:19]1[CH:24]=[CH:23][CH:22]=[CH:21][CH:20]=1. Reported procedure: To a solution of 4-amino-3-methyl benzonitrile (1.20 g, 9.08 mmol) in 75 mL of toluene is added benzophenone (1.74 g, 9.53 mmol) and p-toluenesulfonic acid (0.43 g, 2.1 mmol). The reaction vessel is fitted with a Dean-Stark trap and the solution is heated at reflux. After 24 h, the solution is cooled to ambient temperatures. The solution is concentrated. The crude material is purified by column chromatography eluting with a gradient of 3% EtOAc/hexanes to 10% EtOAc/hexanes. The title compound (2... Starting materials: COC(=O)c1ccc(-c2ccc(N(C)S(C)(=O)=O)cc2)cc1F, CO, [Na+], C1CCOC1, [OH-]. Yields the product CN(c1ccc(-c2ccc(C(=O)O)c(F)c2)cc1)S(C)(=O)=O. As a reaction SMILES: [CH3:1][O:2][C:3](=[O:4])[c:5]1[c:6]([F:23])[cH:7][c:8](-[c:11]2[cH:12][cH:13][c:14]([N:17]([CH3:18])[S:19](=[O:20])(=[O:21])[CH3:22])[cH:15][cH:16]2)[cH:9][cH:10]1.[CH3:31][OH:32].[Na+:25].[O:26]1[CH2:27][CH2:28][CH2:29][CH2:30]1.[OH-:24]>>[O:2]=[C:3]([OH:4])[c:5]1[c:6]([F:23])[cH:7][c:8](-[c:11]2[cH:12][cH:13][c:14]([N:17]([CH3:18])[S:19](=[O:20])(=[O:21])[CH3:22])[cH:15][cH:16]2)[cH:9][cH:10]1. The reactants are [Mg] (Magnesium), BrC1=CC=C(C=C1)C1OCCO1 (2-(4-bromophenyl)-[1,3]-dioxolane), BrC1=CC=C(C=C1)C1OCCO1 (2-(4-bromophenyl)-[1,3]-dioxolane), C1(CCCCC1)=O (Cyclohexanone), II (iodine). Run in C1CCOC1 (THF), C1CCOC1 (THF). Run at temperature 5 celsius, time 2 hour. Product: O1C(OCC1)C1=CC=C(C=C1)C1(CCCCC1)O (1-(4-[1,3]dioxolan-2yl-phenyl)cyclohexanol). Isolated yield 33.3%. As a reaction SMILES: [Mg].II.Br[C:5]1[CH:10]=[CH:9][C:8]([CH:11]2[O:15][CH2:14][CH2:13][O:12]2)=[CH:7][CH:6]=1.[C:16]1(=[O:22])[CH2:21][CH2:20][CH2:19][CH2:18][CH2:17]1>C1COCC1>[O:12]1[CH2:13][CH2:14][O:15][CH:11]1[C:8]1[CH:9]=[CH:10][C:5]([C:16]2([OH:22])[CH2:21][CH2:20][CH2:19][CH2:18][CH2:17]2)=[CH:6][CH:7]=1. Procedure: Magnesium turnings (14.6 g, 600 mmol) was placed in a dry 4-necked flask. Dry THF (50 mL) and a crystal of iodine were added. A mixture of 2-(4-bromophenyl)-[1,3]-dioxolane (Tetrahedron, 57, No.28, (2001), 5991-6002) (135 g, 589 mmol) in dry THF (200 mL) was slowly added to initiate the reaction. After the reaction had started, the addition of 2-(4-bromophenyl)-[1,3]-dioxolane was continued at such a rate that the temperature was maintained between 35 and 40° C. After the addition was complete t...